From a dataset of the Open Reaction Database (ORD), a public repository of structured organic reaction records. describe an organic reaction: reactants, conditions, products, and yield The reactants are FC1=CC=C(C=C1)CC(=O)C1=CC=C(C=C1)S(=O)(=O)C (2-(4-fluorophenyl)-1-(4-methanesulfonylphenyl)ethanone), polyphosphoric acid, ice water. The solvent is C(C)(=O)O (acetic acid). Run at temperature 140 celsius. Product: FC1=CC=C(C=C1)C1=C(OC(=CC1=O)C)C1=CC=C(C=C1)S(=O)(=O)C (3-(4-fluorophenyl)-2-(4-methanesulfonylphenyl)-6-methylpyran-4-one), Compound 2. Reaction SMILES: [F:1][C:2]1[CH:7]=[CH:6][C:5]([CH2:8][C:9]([C:11]2[CH:16]=[CH:15][C:14]([S:17]([CH3:20])(=[O:19])=[O:18])=[CH:13][CH:12]=2)=[O:10])=[CH:4][CH:3]=1>C(O)(=O)C>[F:1][C:2]1[CH:3]=[CH:4][C:5]([C:8]2[C:9](=[O:10])[CH:8]=[C:5]([CH3:4])[O:10][C:9]=2[C:11]2[CH:16]=[CH:15][C:14]([S:17]([CH3:20])(=[O:19])=[O:18])=[CH:13][CH:12]=2)=[CH:6][CH:7]=1. Procedure: To a solution of 2-(4-fluorophenyl)-1-(4-methanesulfonylphenyl)ethanone (1 g; 3.4 moles) in glacial acetic acid (15 ml), polyphosphoric acid (10 g) was added and then heated at 140° C. for 16 hours. After cooling, the reaction was poured into ice-water, extracted with ethyl acetate (2×50 ml), the organic solution dried (Na2SO4) and the solvent removed under reduced pressure. The residual oil was purified by column chromatography with silica gel and ethyl acetate as eluent. 3-(4-fluorophenyl)-2-(... Reactants: Cc1nn(C)c(Cl)c1S(=O)(=O)Cl, Nc1cccc(Cc2nc3c([nH]2)c(=O)n(Cc2ccccc2F)c(=O)n3CC2CC2)c1. The product is Cc1nn(C)c(Cl)c1S(=O)(=O)Nc1cccc(Cc2nc3c([nH]2)c(=O)n(Cc2ccccc2F)c(=O)n3CC2CC2)c1. As a reaction SMILES: [Cl:32][c:33]1[c:34]([S:40](=[O:41])(=[O:42])[Cl:43])[c:35]([CH3:39])[n:36][n:37]1[CH3:38].[NH2:1][c:2]1[cH:3][c:4]([CH2:5][c:6]2[n:7][c:8]3[n:9]([CH2:25][CH:26]4[CH2:27][CH2:28]4)[c:10](=[O:24])[n:11]([CH2:16][c:17]4[c:18]([F:23])[cH:19][cH:20][cH:21][cH:22]4)[c:12](=[O:15])[c:13]3[nH:14]2)[cH:29][cH:30][cH:31]1>>[NH:1]([c:2]1[cH:3][c:4]([CH2:5][c:6]2[n:7][c:8]3[n:9]([CH2:25][CH:26]4[CH2:27][CH2:28]4)[c:10](=[O:24])[n:11]([CH2:16][c:17]4[c:18]([F:23])[cH:19][cH:20][cH:21][cH:22]4)[c:12](=[O:15])[c:13]3[nH:14]2)[cH:29][cH:30][cH:31]1)[S:40]([c:34]1[c:33]([Cl:32])[n:37]([CH3:38])[n:36][c:35]1[CH3:39])(=[O:41])=[O:42]. The reactants are ClC=1N=C(C2=C(N1)C=C(S2)CN2CC1(C2)CCN(CC1)C)N1CCOCC1 (2-chloro-6-(7-methyl-2,7-diaza-spiro[3.5]non-2-ylmethyl)-4-morpholin-4-yl-thieno[3,2-d]pyrimidine), FC1CN(C1)C1CCNCC1 (4-(3-fluoro-azetidin-1-yl)-piperidine). Yields the product ClC=1N=C(C2=C(N1)C=C(S2)CN2CCC(CC2)N2CC(C2)F)N2CCOCC2 (2-Chloro-6-[4-(3-fluoro-azetidin-1-yl)-piperidin-1-ylmethyl]-4-morpholin-4-yl-thieno[3,2-d]pyrimidine), solid. Yield: 47.0%. Reaction SMILES: [Cl:1][C:2]1[N:3]=[C:4]([N:22]2[CH2:27][CH2:26][O:25][CH2:24][CH2:23]2)[C:5]2[S:10][C:9]([CH2:11]N3CC4(CCN(C)CC4)C3)=[CH:8][C:6]=2[N:7]=1.[F:28][CH:29]1[CH2:32][N:31]([CH:33]2[CH2:38][CH2:37][NH:36][CH2:35][CH2:34]2)[CH2:30]1>>[Cl:1][C:2]1[N:3]=[C:4]([N:22]2[CH2:23][CH2:24][O:25][CH2:26][CH2:27]2)[C:5]2[S:10][C:9]([CH2:11][N:36]3[CH2:37][CH2:38][CH:33]([N:31]4[CH2:30][CH:29]([F:28])[CH2:32]4)[CH2:34][CH2:35]3)=[CH:8][C:6]=2[N:7]=1. Reported procedure: Prepared according to the method used in the preparation of 2-chloro-6-(7-methyl-2,7-diaza-spiro[3.5]non-2-ylmethyl)-4-morpholin-4-yl-thieno[3,2-d]pyrimidine using 4-(3-fluoro-azetidin-1-yl)-piperidine in place of 7-methyl-2,7-diaza-spiro[3.5]nonane. The title compound was obtained as a white solid (201 mg, 47%). Starting materials: Cc1ccccc1, O=C(O)c1ccc([N+](=O)[O-])cc1, CCOC(=O)N=NC(=O)OCC, CC(NC(=O)OCc1ccccc1)C(O)CO[Si](C(C)C)(C(C)C)C(C)C, c1ccc(P(c2ccccc2)c2ccccc2)cc1. Product: CC(NC(=O)OCc1ccccc1)C(CO[Si](C(C)C)(C(C)C)C(C)C)OC(=O)c1ccc([N+](=O)[O-])cc1. RXN SMILES: [CH3:71][c:72]1[cH:73][cH:74][cH:75][cH:76][cH:77]1.[N+:28](=[O:29])([O-:30])[c:31]1[cH:32][cH:33][c:34]([C:35](=[O:36])[OH:37])[cH:38][cH:39]1.[O:59]=[C:60]([O:61][CH2:62][CH3:63])[N:64]=[N:65][C:66]([O:67][CH2:68][CH3:69])=[O:70].[OH:1][CH:2]([CH:3]([CH3:4])[NH:5][C:6]([O:7][CH2:8][c:9]1[cH:10][cH:11][cH:12][cH:13][cH:14]1)=[O:15])[CH2:16][O:17][Si:18]([CH:19]([CH3:20])[CH3:21])([CH:22]([CH3:23])[CH3:24])[CH:25]([CH3:26])[CH3:27].[c:40]1([P:41]([c:42]2[cH:43][cH:44][cH:45][cH:46][cH:47]2)[c:48]2[cH:49][cH:50][cH:51][cH:52][cH:53]2)[cH:54][cH:55][cH:56][cH:57][cH:58]1>>[O:1]([CH:2]([CH:3]([CH3:4])[NH:5][C:6]([O:7][CH2:8][c:9]1[cH:10][cH:11][cH:12][cH:13][cH:14]1)=[O:15])[CH2:16][O:17][Si:18]([CH:19]([CH3:20])[CH3:21])([CH:22]([CH3:23])[CH3:24])[CH:25]([CH3:26])[CH3:27])[C:35]([c:34]1[cH:33][cH:32][c:31]([N+:28](=[O:29])[O-:30])[cH:39][cH:38]1)=[O:36].